From a dataset of the Open Reaction Database (ORD), a public repository of structured organic reaction records. describe an organic reaction: reactants, conditions, products, and yield Reactants: CCN(C(C)C)C(C)C (DIEA), IC1=C(N)C=CC(=C1)OC (2-Iodo-4-methoxyaniline), O=C1C(CCC1)CC(=O)OCC (ethyl 2-(2-oxocyclopentyl)acetate), [Si](OCC)(OCC)(OCC)OCC (tetraethyl orthosilicate), pyridinum-p-toluenesulfonate. The reagents and catalysts are C(C)(=O)[O-].[Pd+2].C(C)(=O)[O-] (palladium (II) acetate). The solvent is CN(C)C=O (DMF). Reaction conditions: temperature 135 celsius, time 4 hour. The product is COC1=CC=2C3=C(NC2C=C1)C(CC3)CC(=O)OCC (ethyl 2-(7-methoxy-1,2,3,4-tetrahydrocyclopenta[b]indol-3-yl)acetate). The yield is 86.6%. Reaction SMILES: I[C:2]1[CH:8]=[C:7]([O:9][CH3:10])[CH:6]=[CH:5][C:3]=1[NH2:4].O=[C:12]1[CH2:16][CH2:15][CH2:14][CH:13]1[CH2:17][C:18]([O:20][CH2:21][CH3:22])=[O:19].[Si](OCC)(OCC)(OCC)OCC.CCN(C(C)C)C(C)C>CN(C=O)C.C([O-])(=O)C.[Pd+2].C([O-])(=O)C>[CH3:10][O:9][C:7]1[CH:6]=[CH:5][C:3]2[NH:4][C:12]3[CH:13]([CH2:17][C:18]([O:20][CH2:21][CH3:22])=[O:19])[CH2:14][CH2:15][C:16]=3[C:2]=2[CH:8]=1 |f:5.6.7|. Procedure details: 2-Iodo-4-methoxyaniline (2.0 g, 8.03 mmol) and ethyl 2-(2-oxocyclopentyl)acetate (2.05 g, 12.1 mmol) were dissolved in DMF (30 mL) and tetraethyl orthosilicate (2.12 g, 10.4 mmol) and pyridinum-p-toluenesulfonate (PPTS) (0.081 g, 0.321 mmol) were added. The reaction mixture was heated and stirred at 135° C. for 4 h. After cooling to 120° C., DIEA (3.11 g, 24.09 mmol) and palladium (II) acetate (0.054 g, 0.241 mmol) were added. The reaction mixture was stirred for 3 h and then partitioned between... The reactants are CC(=O)NC(CO)(CO)CCCc1ccc([N+](=O)[O-])cc1, CO, Cl, [Na+], [OH-]. Yields the product NC(CO)(CO)CCCc1ccc([N+](=O)[O-])cc1. As a reaction SMILES: [C:1](=[O:2])([CH3:3])[NH:4][C:5]([CH2:6][OH:7])([CH2:8][OH:9])[CH2:10][CH2:11][CH2:12][c:13]1[cH:14][cH:15][c:16]([N+:19](=[O:20])[O-:21])[cH:17][cH:18]1.[CH3:25][OH:26].[ClH:24].[Na+:23].[OH-:22]>>[NH2:4][C:5]([CH2:6][OH:7])([CH2:8][OH:9])[CH2:10][CH2:11][CH2:12][c:13]1[cH:14][cH:15][c:16]([N+:19](=[O:20])[O-:21])[cH:17][cH:18]1.